Dataset: the Open Reaction Database (ORD), a public repository of structured organic reaction records. Task: describe an organic reaction: reactants, conditions, products, and yield Reactants: O=C([O-])[O-], CCOC(=O)c1cc(C(C)(C)C)n[nH]1, CCOC(C)=O, COCCl, ClCCl, [Cs+], [Cs+]. Product: CCOC(=O)c1cc(C(C)(C)C)nn1COC. As a reaction SMILES: [C:15](=[O:16])([O-:17])[O-:18].[C:1]([CH3:2])([CH3:3])([CH3:4])[c:5]1[n:6][nH:7][c:8]([C:10](=[O:11])[O:12][CH2:13][CH3:14])[cH:9]1.[CH3:25][CH2:26][O:27][C:28]([CH3:29])=[O:30].[Cl:21][CH2:22][O:23][CH3:24].[Cl:31][CH2:32][Cl:33].[Cs+:19].[Cs+:20]>>[C:1]([CH3:2])([CH3:3])([CH3:4])[c:5]1[n:6][n:7]([CH2:22][O:23][CH3:24])[c:8]([C:10](=[O:11])[O:12][CH2:13][CH3:14])[cH:9]1. Reactants: Cc1c(Br)c(=O)n(C2CCCC2)c2nc(S(C)=O)ncc12, CC(C)(C)OC(=O)N1CCN(c2ccc(N)nc2)CC1(C)C, Cc1ccccc1. The product is Cc1c(Br)c(=O)n(C2CCCC2)c2nc(Nc3ccc(N4CCN(C(=O)OC(C)(C)C)C(C)(C)C4)cn3)ncc12. RXN SMILES: [Br:1][c:2]1[c:3]([CH3:21])[c:4]2[c:5]([n:6][c:7]([S:10]([CH3:11])=[O:12])[n:8][cH:9]2)[n:13]([CH:16]2[CH2:17][CH2:18][CH2:19][CH2:20]2)[c:14]1=[O:15].[C:22]([CH3:23])([CH3:24])([CH3:25])[O:26][C:27](=[O:28])[N:29]1[C:30]([CH3:42])([CH3:43])[CH2:31][N:32]([c:35]2[cH:36][n:37][c:38]([NH2:41])[cH:39][cH:40]2)[CH2:33][CH2:34]1.[CH3:44][c:45]1[cH:46][cH:47][cH:48][cH:49][cH:50]1>>[Br:1][c:2]1[c:3]([CH3:21])[c:4]2[c:5]([n:6][c:7]([NH:41][c:38]3[n:37][cH:36][c:35]([N:32]4[CH2:31][C:30]([CH3:42])([CH3:43])[N:29]([C:27]([O:26][C:22]([CH3:23])([CH3:24])[CH3:25])=[O:28])[CH2:34][CH2:33]4)[cH:40][cH:39]3)[n:8][cH:9]2)[n:13]([CH:16]2[CH2:17][CH2:18][CH2:19][CH2:20]2)[c:14]1=[O:15]. Product: Cl.N1C(=NC=C1)CC1=C(C2=C(S1)C=CC(=C2)C(=O)O)C (2-(1-imidazolylmethyl)-3-methylbenzo[b]thiophene-5-carboxylic acid hydrochloride). Reaction SMILES: C([O:3][C:4]([C:6]1[CH:21]=[CH:20][C:9]2[S:10][C:11]([CH2:14][C:15]3[NH:16][CH:17]=[CH:18][N:19]=3)=[C:12]([CH3:13])[C:8]=2[CH:7]=1)=[O:5])C.[ClH:22]>>[ClH:22].[NH:19]1[CH:18]=[CH:17][N:16]=[C:15]1[CH2:14][C:11]1[S:10][C:9]2[CH:20]=[CH:21][C:6]([C:4]([OH:5])=[O:3])=[CH:7][C:8]=2[C:12]=1[CH3:13] |f:2.3|. Reported procedure: A mixture of 2-(1-imidazolylmethyl)-3-methylbenzo[b]thiophene-5-carboxylic acid ethyl ester (1.0 g) and 6N hydrochloric acid (80 ml) was heated on a steam bath for 5 hours and then cooled. The solid was filtered off, dried and crystallized from ethanol ether to give 2-(1-imidazolylmethyl)-3-methylbenzo[b]thiophene-5-carboxylic acid hydrochloride (0.72 g), m.p. 298°-299° C. The reactants are C(C)OC(=O)C1=CC2=C(SC(=C2C)CC=2NC=CN2)C=C1 (2-(1-imidazolylmethyl)-3-methylbenzo[b]thiophene-5-carboxylic acid ethyl ester), Cl (hydrochloric acid). The reactants are ClC1=NC=C(C(=O)NC2=CC=C(C=C2)OC(F)(F)Cl)C=C1I (6-chloro-N-(4-(chlorodifluoromethoxy)phenyl)-5-iodonicotinamide), FC=1C=NNC1[Sn](CCCC)(CCCC)CCCC (4-fluoro-5-(tributylstannyl)-1H-pyrazole). The product is ClC1=NC=C(C(=O)NC2=CC=C(C=C2)OC(F)(F)Cl)C=C1C1=C(C=NN1)F (6-Chloro-N-(4-(chlorodifluoromethoxy)phenyl)-5-(4-fluoro-1H-pyrazol-5-yl)nicotinamide). As a reaction SMILES: [Cl:1][C:2]1[C:21](I)=[CH:20][C:5]([C:6]([NH:8][C:9]2[CH:14]=[CH:13][C:12]([O:15][C:16]([Cl:19])([F:18])[F:17])=[CH:11][CH:10]=2)=[O:7])=[CH:4][N:3]=1.[F:23][C:24]1[CH:25]=[N:26][NH:27][C:28]=1[Sn](CCCC)(CCCC)CCCC>>[Cl:1][C:2]1[C:21]([C:28]2[NH:27][N:26]=[CH:25][C:24]=2[F:23])=[CH:20][C:5]([C:6]([NH:8][C:9]2[CH:14]=[CH:13][C:12]([O:15][C:16]([Cl:19])([F:18])[F:17])=[CH:11][CH:10]=2)=[O:7])=[CH:4][N:3]=1. Reported procedure: The title compound was prepared in an analogous fashion to that described in Stage 13.1 using 6-chloro-N-(4-(chlorodifluoromethoxy)phenyl)-5-iodonicotinamide (Stage 25.2) and 4-fluoro-5-(tributylstannyl)-1H-pyrazole to afford an off-white powder. HPLC (Condition 4) tR=5.69 min, UPLC-MS (Condition 3) tR=1.09 min, m/z=415 [M−H]−; 1H-NMR (400 MHz, DMSO-d6) δ ppm. The product is CC(C)(C)OC(=O)N1CCC(Oc2ccc([N+](=O)[O-])cc2)CC1. Reaction SMILES: [C:11](=[O:12])([O:13][C:14]([CH3:15])([CH3:16])[CH3:17])[N:18]1[CH2:19][CH2:20][CH:21]([OH:24])[CH2:22][CH2:23]1.[CH2:27]1[O:28][CH2:29][CH2:30][CH2:31]1.[F:1][c:2]1[cH:3][cH:4][c:5]([N+:8](=[O:9])[O-:10])[cH:6][cH:7]1.[H-:25].[Na+:26]>>[c:2]1([O:24][CH:21]2[CH2:20][CH2:19][N:18]([C:11](=[O:12])[O:13][C:14]([CH3:15])([CH3:16])[CH3:17])[CH2:23][CH2:22]2)[cH:3][cH:4][c:5]([N+:8](=[O:9])[O-:10])[cH:6][cH:7]1. Reactants: CC(C)(C)OC(=O)N1CCC(O)CC1, C1CCOC1, O=[N+]([O-])c1ccc(F)cc1, [H-], [Na+]. Reactants: Clc1ccc(Br)cc1, CC(=O)[O-], CC(=O)[O-], CC(C)(C)[O-], CCOC(C)=O, Cc1ccccc1, CN(C(=O)OC(C)(C)C)C1CCNCC1, [Na+], O, [Pd+2]. Product: CN(C(=O)OC(C)(C)C)C1CCN(c2ccc(Cl)cc2)CC1. Reaction SMILES: [Br:1][c:2]1[cH:3][cH:4][c:5]([Cl:8])[cH:6][cH:7]1.[C:43]([O-:44])(=[O:45])[CH3:46].[C:48]([O-:49])(=[O:50])[CH3:51].[CH3:24][C:25]([CH3:26])([O-:27])[CH3:28].[CH3:30][CH2:31][O:32][C:33](=[O:34])[CH3:35].[CH3:36][c:37]1[cH:38][cH:39][cH:40][cH:41][cH:42]1.[NH:9]1[CH2:10][CH2:11][CH:12]([N:15]([C:16]([O:17][C:18]([CH3:19])([CH3:20])[CH3:21])=[O:22])[CH3:23])[CH2:13][CH2:14]1.[Na+:29].[OH2:52].[Pd+2:47]>>[c:2]1([N:9]2[CH2:10][CH2:11][CH:12]([N:15]([C:16]([O:17][C:18]([CH3:19])([CH3:20])[CH3:21])=[O:22])[CH3:23])[CH2:13][CH2:14]2)[cH:3][cH:4][c:5]([Cl:8])[cH:6][cH:7]1. The reactants are CCO, [H][H], CN1CCCC1Cc1ccc([N+](=O)[O-])cc1, O=[Pt]=O. Yields the product CN1CCCC1Cc1ccc(N)cc1. RXN SMILES: [CH3:17][CH2:18][OH:19].[H:23][H:24].[N+:1]([O-:2])(=[O:3])[c:4]1[cH:5][cH:6][c:7]([CH2:8][CH:9]2[N:10]([CH3:14])[CH2:11][CH2:12][CH2:13]2)[cH:15][cH:16]1.[Pt:20](=[O:21])=[O:22]>>[NH2:1][c:4]1[cH:5][cH:6][c:7]([CH2:8][CH:9]2[N:10]([CH3:14])[CH2:11][CH2:12][CH2:13]2)[cH:15][cH:16]1. Reaction SMILES: [C:1]([C:8]1[CH:17]=[CH:16][C:15]2[C:10](=[CH:11][CH:12]=[CH:13][CH:14]=2)[C:9]=1[O:18][CH2:19][C:20](O)=[O:21])([O:3][C:4]([CH3:7])([CH3:6])[CH3:5])=[O:2].Cl.[CH3:24][O:25][C:26](=[O:32])[C@H:27]([CH:29]([CH3:31])[CH3:30])[NH2:28].N1(OC(N(C)C)=[N+](C)C)C2N=CC=CC=2N=N1.C(N(C(C)C)CC)(C)C>CN1CCCC1=O.C(Cl)Cl>[CH3:24][O:25][C:26](=[O:32])[C@H:27]([CH:29]([CH3:31])[CH3:30])[NH:28][C:20](=[O:21])[CH2:19][O:18][C:9]1[C:10]2[C:15](=[CH:14][CH:13]=[CH:12][CH:11]=2)[CH:16]=[CH:17][C:8]=1[C:1]([O:3][C:4]([CH3:5])([CH3:7])[CH3:6])=[O:2] |f:1.2|. Reaction conditions: time 3.5 hour. Reported procedure: To a solution of (2-carbo-tert-butoxy-1-naphthyloxy)acetic acid (1.20 g, 3.97 mmol, see Example 165, Part A) and valine methyl ester hydrochloride (0.932 g, 5.56 mmol) in N-methylpyrrolidone(7.5 mL)-CH2Cl2(7.5 mL) at room temperature under nitrogen was added O-(7-azabenzotriazol-1-yl)-N,N,N′,N′-tetramethyluronium hexafluorophate (2.11 g, 5.56 mmol) and diisopropylethylamine (2.42 mL, 13.9 mmol). After stirring at room temperature for 3.5 hrs, the mixture was partitioned between EtOAc-water. The ... Run in CN1C(CCC1)=O (N-methylpyrrolidone), C(Cl)Cl (CH2Cl2). The product is COC([C@@H](NC(COC1=C(C=CC2=CC=CC=C12)C(=O)OC(C)(C)C)=O)C(C)C)=O (N-((2-Carbo-tert-Butoxy-1-Naphthyloxy)Acetyl)Valine Methyl Ester). The yield is 85.0%. Reactants: C(=O)(OC(C)(C)C)C1=C(C2=CC=CC=C2C=C1)OCC(=O)O ((2-carbo-tert-butoxy-1-naphthyloxy)acetic acid), Cl.COC([C@@H](N)C(C)C)=O (valine methyl ester hydrochloride), N1(N=NC2=C1N=CC=C2)OC(=[N+](C)C)N(C)C (O-(7-azabenzotriazol-1-yl)-N,N,N′,N′-tetramethyluronium), C(C)(C)N(CC)C(C)C (diisopropylethylamine). Reaction SMILES: FC(F)(F)[C:3]([OH:5])=[O:4].[NH:8]1[CH2:13][CH2:12][CH2:11][CH:10]([C:14]2[CH:22]=[CH:21][C:17](C(O)=O)=[CH:16][CH:15]=2)[CH2:9]1.[C:23]([BH3-])#N.[Na+].C=O.C(O)(=O)C>CO>[CH3:23][N:8]1[CH2:13][CH2:12][CH2:11][CH:10]([C:14]2([CH:15]=[CH:16][CH:17]=[CH:21][CH2:22]2)[C:3]([OH:5])=[O:4])[CH2:9]1 |f:0.1,2.3|. Procedure: A mixture of 4-piperidin-3-ylbenzoic acid trifluoroacetate (0.32 g, 1.1 mmol), sodium cyanoborohydride (0.066 g, 1.1 mmol), 36% aqueous formaldehyde (0.15 mL, 1.8 mmol) and acetic acid (0.5 mL) in methanol (4 mL) was stirred overnight at ambient temperature. The mixture was filtered through silica gel, concentrated and used without further purification. Run in CO (methanol). Reactants: FC(C(=O)O)(F)F.N1CC(CCC1)C1=CC=C(C(=O)O)C=C1 (4-piperidin-3-ylbenzoic acid trifluoroacetate), C(#N)[BH3-].[Na+] (sodium cyanoborohydride), C=O (formaldehyde), C(C)(=O)O (acetic acid). Yields the product CN1CC(CCC1)C1(C(=O)O)CC=CC=C1 (1-(methylpiperidin-3-yl)benzoic acid). Run at time 8 hour.